From a dataset of the Open Reaction Database (ORD), a public repository of structured organic reaction records. describe an organic reaction: reactants, conditions, products, and yield Reactants: C(=C)S(=O)(=O)C1=CC=C(C=C1)C(C)(C)C (4-t-butylphenyl vinyl sulfone), C[SnH](C)C (trimethyltin hydride). Reagents/catalysts: [Hg] (mercury). Run in C1(=CC=CC=C1)C (toluene). The product is C(C)(C)(C)C1=CC=C(C=C1)S(=O)(=O)CC[Sn](C)(C)C (2-(4-t-butylphenylsulfonyl)ethyltrimethylstannane). Isolated yield 68.9%. Reaction SMILES: [CH:1]([S:3]([C:6]1[CH:11]=[CH:10][C:9]([C:12]([CH3:15])([CH3:14])[CH3:13])=[CH:8][CH:7]=1)(=[O:5])=[O:4])=[CH2:2].[CH3:16][SnH:17]([CH3:19])[CH3:18]>[Hg].C1(C)C=CC=CC=1>[C:12]([C:9]1[CH:10]=[CH:11][C:6]([S:3]([CH2:1][CH2:2][Sn:17]([CH3:19])([CH3:18])[CH3:16])(=[O:5])=[O:4])=[CH:7][CH:8]=1)([CH3:15])([CH3:14])[CH3:13]. Procedure: An 80 ml, two-necked, pyrex glass Schlenk reaction tube containing a Teflon coated magnetic stir bar was swept thoroughly with nitrogen and maintained in an air-free condition. The tube was charged with 9.5 g (42.5 mmoles) of 4-t-butylphenyl vinyl sulfone, 7.0 g (42.5 mmoles) of trimethyltin hydride and 10 ml. of toluene, stoppered, and placed in a 20°C water bath. The tube was irradiated for 35 hours by a 100 watt mercury vapor lamp which was situated in a large test tube and placed in the same... Starting materials: C(C)(C)C1=CC=C(C=C1)C1=NC2=C(N1CCOC)C(=CC(=C2C(F)(F)F)C=O)OC (2-(4-isopropyl-phenyl)-7-methoxy-1-(2-methoxy-ethyl)-4-trifluoromethyl-1H-benzoimidazole-5-carbaldehyde), [BH4-].[Na+] (NaBH4). The solvent is C(C)O (ethanol). Run at time 30 minute. The product is C(C)(C)C1=CC=C(C=C1)C1=NC2=C(N1CCOC)C(=CC(=C2C(F)(F)F)CO)OC ([2-(4-isopropyl-phenyl)-7-methoxy-1-(2-methoxy-ethyl)-4-trifluoromethyl-1H-benzoimidazol-5-yl]-methanol). Isolated yield 91.7%. Reaction SMILES: [CH:1]([C:4]1[CH:9]=[CH:8][C:7]([C:10]2[N:14]([CH2:15][CH2:16][O:17][CH3:18])[C:13]3[C:19]([O:29][CH3:30])=[CH:20][C:21]([CH:27]=[O:28])=[C:22]([C:23]([F:26])([F:25])[F:24])[C:12]=3[N:11]=2)=[CH:6][CH:5]=1)([CH3:3])[CH3:2].[BH4-].[Na+]>C(O)C>[CH:1]([C:4]1[CH:5]=[CH:6][C:7]([C:10]2[N:14]([CH2:15][CH2:16][O:17][CH3:18])[C:13]3[C:19]([O:29][CH3:30])=[CH:20][C:21]([CH2:27][OH:28])=[C:22]([C:23]([F:24])([F:25])[F:26])[C:12]=3[N:11]=2)=[CH:8][CH:9]=1)([CH3:3])[CH3:2] |f:1.2|. Procedure details: To a solution of 710 mg (1.69 mmol) 2-(4-isopropyl-phenyl)-7-methoxy-1-(2-methoxy-ethyl)-4-trifluoromethyl-1H-benzoimidazole-5-carbaldehyde (example 54c) in 5 ml ethanol, 128 mg (3.38 mmol) NaBH4 are added at 0° C. The mixture is stirred for 30 min at room temperature. Then the reaction mixture is poured on water and extracted (3×) with ethyl acetate. The combined organic layers are washed with water (2×) and brine, dried over MgSO4, filtered and concentrated in vacuo. The residue is crystallize... Reactants: Cc1cc(C)c([N+](=O)[O-])c(C)c1CC#N, CO, [Cl-], [NH4+], [Zn]. Product: Cc1cc(C)c(CC#N)c(C)c1N. Reaction SMILES: [C:1](#[N:2])[CH2:3][c:4]1[c:5]([CH3:15])[c:6]([N+:12]([O-:13])=[O:14])[c:7]([CH3:11])[cH:8][c:9]1[CH3:10].[CH3:18][OH:19].[Cl-:16].[NH4+:17].[Zn:20]>>[C:1](#[N:2])[CH2:3][c:4]1[c:5]([CH3:15])[c:6]([NH2:12])[c:7]([CH3:11])[cH:8][c:9]1[CH3:10]. The reactants are CC(=O)O[BH-](OC(C)=O)OC(C)=O, CC(=O)O, COc1cc(C)c(S(=O)(=O)N2CCCCC2COCC(=O)N2CCNCC2)c(C)c1, O=Cc1[nH]c(-c2ccccc2)nc1Cl, ClCCl, [Na+]. Product: COc1cc(C)c(S(=O)(=O)N2CCCCC2COCC(=O)N2CCN(Cc3nc(-c4ccccc4)[nH]c3Cl)CC2)c(C)c1. As a reaction SMILES: [C:49]([O:50][BH-:51]([O:52][C:53](=[O:54])[CH3:55])[O:56][C:57](=[O:58])[CH3:59])(=[O:60])[CH3:61].[CH3:15][C:16](=[O:17])[OH:18].[CH3:19][O:20][c:21]1[cH:22][c:23]([CH3:48])[c:24]([S:28](=[O:29])(=[O:30])[N:31]2[CH:32]([CH2:37][O:38][CH2:39][C:40](=[O:41])[N:42]3[CH2:43][CH2:44][NH:45][CH2:46][CH2:47]3)[CH2:33][CH2:34][CH2:35][CH2:36]2)[c:25]([CH3:27])[cH:26]1.[Cl:1][c:2]1[n:3][c:4](-[c:9]2[cH:10][cH:11][cH:12][cH:13][cH:14]2)[nH:5][c:6]1[CH:7]=[O:8].[Cl:63][CH2:64][Cl:65].[Na+:62]>>[Cl:1][c:2]1[nH:3][c:4](-[c:9]2[cH:10][cH:11][cH:12][cH:13][cH:14]2)[n:5][c:6]1[CH2:7][N:45]1[CH2:44][CH2:43][N:42]([C:40]([CH2:39][O:38][CH2:37][CH:32]2[N:31]([S:28]([c:24]3[c:23]([CH3:48])[cH:22][c:21]([O:20][CH3:19])[cH:26][c:25]3[CH3:27])(=[O:29])=[O:30])[CH2:36][CH2:35][CH2:34][CH2:33]2)=[O:41])[CH2:47][CH2:46]1. The reactants are [Si](C1=CC=CC=C1)(C1=CC=CC=C1)(C(C)(C)C)OCC1=NC=C(C(=C1N1C[C@H](O[C@H](C1)C)C)Cl)F ((2R,6S)-4-(2-((tert-butyldiphenylsilyloxy)methyl)-4-chloro-5-fluoropyridin-3-yl)-2,6-dimethylmorpholine), [Si](C1=CC=CC=C1)(C1=CC=CC=C1)(C(C)(C)C)OCC1=NC=C(C(=C1N1C[C@H](O[C@H](C1)C)C)Cl)F ((2R,6S)-4-(2-((tert-butyldiphenylsilyloxy)methyl)-4-chloro-5-fluoropyridin-3-yl)-2,6-dimethylmorpholine), ClC=1SC(=C(N1)Cl)C=O (2,4-dichlorothiazole-5-carbaldehyde). Product: [Si](C1=CC=CC=C1)(C1=CC=CC=C1)(C(C)(C)C)OCC1=C(C(=C(C(=N1)C(O)C1=C(N=C(S1)Cl)Cl)F)Cl)N1C[C@H](O[C@H](C1)C)C ((6-((tert-butyldiphenylsilyloxy)methyl)-4-chloro-5-((2R,6S)-2,6-dimethylmorpholino)-3-fluoropyridin-2-yl)(2,4-dichlorothiazol-5-yl)methanol). RXN SMILES: [Si:1]([O:18][CH2:19][C:20]1[C:25]([N:26]2[CH2:31][C@H:30]([CH3:32])[O:29][C@H:28]([CH3:33])[CH2:27]2)=[C:24]([Cl:34])[C:23]([F:35])=[CH:22][N:21]=1)([C:14]([CH3:17])([CH3:16])[CH3:15])([C:8]1[CH:13]=[CH:12][CH:11]=[CH:10][CH:9]=1)[C:2]1[CH:7]=[CH:6][CH:5]=[CH:4][CH:3]=1.[Cl:36][C:37]1[S:38][C:39]([CH:43]=[O:44])=[C:40]([Cl:42])[N:41]=1>>[Si:1]([O:18][CH2:19][C:20]1[N:21]=[C:22]([CH:43]([C:39]2[S:38][C:37]([Cl:36])=[N:41][C:40]=2[Cl:42])[OH:44])[C:23]([F:35])=[C:24]([Cl:34])[C:25]=1[N:26]1[CH2:31][C@H:30]([CH3:32])[O:29][C@H:28]([CH3:33])[CH2:27]1)([C:14]([CH3:17])([CH3:15])[CH3:16])([C:8]1[CH:13]=[CH:12][CH:11]=[CH:10][CH:9]=1)[C:2]1[CH:3]=[CH:4][CH:5]=[CH:6][CH:7]=1. Reported procedure: Starting materials: (2R,6S)-4-(2-((tert-butyldiphenylsilyloxy)methyl)-4-chloro-5-fluoropyridin-3-yl)-2,6-dimethylmorpholine (Intermediate 45) and 2,4-dichlorothiazole-5-carbaldehyde. Reactants: C(CCCCCCC)C1=CC=CC=C1 (n-octylbenzene), CC(CCCC(C)(C)O)N.Cl (heptaminol hydrochloride). The product is C(CCCCCCC)C1=CC=C(C=C1)C(CCCC(C)N)(C)C (6-(4-n-Octylphenyl)-6-methyl-2-heptylamine). Reaction SMILES: [CH2:1]([C:9]1[CH:14]=[CH:13][CH:12]=[CH:11][CH:10]=1)[CH2:2][CH2:3][CH2:4][CH2:5][CH2:6][CH2:7][CH3:8].[CH3:15][CH:16]([NH2:24])[CH2:17][CH2:18][CH2:19][C:20](O)([CH3:22])[CH3:21].Cl>>[CH2:1]([C:9]1[CH:10]=[CH:11][C:12]([C:20]([CH3:22])([CH3:21])[CH2:19][CH2:18][CH2:17][CH:16]([NH2:24])[CH3:15])=[CH:13][CH:14]=1)[CH2:2][CH2:3][CH2:4][CH2:5][CH2:6][CH2:7][CH3:8] |f:1.2|. Procedure: 6-(4-n-Octylphenyl)-6-methyl-2-heptylamine b0.26 162°-6° was prepared following the procedure of Example 3 from n-octylbenzene and heptaminol hydrochloride. Reactants: C(C)(C)(C)OC(N(C)[C@@H](C)C(N[C@H](C(=O)N1[C@@H](CCC1)C=1C=NC=C(C1)Br)C1CCCCC1)=O)=O (((S)-1-{(S)-2-[(S)-2-(5-Bromo-pyridin-3-yl)-pyrrolidin-1-yl]-1-cyclohexyl-2-oxo-ethylcarbamoyl}-ethyl)-methyl-carbamic Acid Tert-butyl Ester), 3,4-(methylene dioxy)pheny boronic acid, C(=O)([O-])[O-].[Na+].[Na+] (Na2CO3), C1(=CC=CC=C1)C (toluene), C(C)O (ethanol). Solvent: CCOC(=O)C (EtOAc). Conditions: temperature 80 celsius. Yields the product C(C)(C)(C)OC(N(C)[C@@H](C)C(N[C@H](C(=O)N1[C@@H](CCC1)C=1C=NC=C(C1)C1=CC2=C(OCO2)C=C1)C1CCCCC1)=O)=O (((S)-1-{(S)-2-[(S)-2-(5-Benzo[1,3]dioxol-5-yl-pyridin-3-yl)-pyrrolidin-1-yl]-1-cyclohexyl-2-oxo-ethylcarbamoyl}-ethyl)-methyl-carbamic Acid Tert-butyl Ester). Reaction SMILES: [C:1]([O:5][C:6](=[O:35])[N:7]([C@H:9]([C:11](=[O:34])[NH:12][C@@H:13]([CH:28]1[CH2:33][CH2:32][CH2:31][CH2:30][CH2:29]1)[C:14]([N:16]1[CH2:20][CH2:19][CH2:18][C@H:17]1[C:21]1[CH:22]=[N:23][CH:24]=[C:25](Br)[CH:26]=1)=[O:15])[CH3:10])[CH3:8])([CH3:4])([CH3:3])[CH3:2].[C:36]([O-:39])([O-])=[O:37].[Na+].[Na+].[C:42]1(C)[CH:47]=[CH:46][CH:45]=[CH:44][CH:43]=1.C(O)C>CCOC(C)=O>[C:1]([O:5][C:6](=[O:35])[N:7]([C@H:9]([C:11](=[O:34])[NH:12][C@@H:13]([CH:28]1[CH2:33][CH2:32][CH2:31][CH2:30][CH2:29]1)[C:14]([N:16]1[CH2:20][CH2:19][CH2:18][C@H:17]1[C:21]1[CH:22]=[N:23][CH:24]=[C:25]([C:42]2[CH:47]=[CH:46][C:45]3[O:37][CH2:36][O:39][C:44]=3[CH:43]=2)[CH:26]=1)=[O:15])[CH3:10])[CH3:8])([CH3:4])([CH3:3])[CH3:2] |f:1.2.3|. Procedure details: The mixture of ((S)-1-{(S)-2-[(S)-2-(5-Bromo-pyridin-3-yl)-pyrrolidin-1-yl]-1-cyclohexyl-2-oxo-ethylcarbamoyl}-ethyl)-methyl-carbamic acid tert-butyl ester 5 (168 mg, 0.31 mmole), 3,4-(methylene dioxy)pheny boronic acid (60.7 mg, 0.37 mmole), Na2CO3 (1.8 mL, 1.8 momle, 1 M aqueous) in a mixed solution of 8 mL of toluene and 3 mL of ethanol was degaseq under vacuum. After heat at 80° C. for 1.5 hours, the reaction mixture was cooled to room temperature and diluted with 30 mL of EtOAc, and washed ...